This data is from the Open Reaction Database (ORD), a public repository of structured organic reaction records. The task is: describe an organic reaction: reactants, conditions, products, and yield Starting materials: [Br-].C(=O)(O)C1=CC=C(C=C1)CC[P+](C1=CC=CC=C1)(C1=CC=CC=C1)C1=CC=CC=C1 ((2-(4-Carboxyphenyl)ethyl)triphenylphosphonium bromide), C[Si](C)(C)[N-][Si](C)(C)C.[Li+] (lithium bis(trimethylsilyl)amide), C(C1=CC=CC=C1)OC=1C(=NC=CC1)C=O (3-benzyloxy-2-pyridinecarbaldehyde). The solvent is C1CCOC1 (THF), C1CCOC1 (THF), C1CCOC1 (THF). Conditions: time 1 hour. Product: C(C1=CC=CC=C1)OC=1C(=NC=CC1)C=CCC1=CC=C(C(=O)O)C=C1 (4-[3-(3-Benzyloxy-2-pyridyl)prop-2-enyl]benzoic acid). RXN SMILES: [Br-].[C:2]([C:5]1[CH:10]=[CH:9][C:8]([CH2:11][CH2:12][P+](C2C=CC=CC=2)(C2C=CC=CC=2)C2C=CC=CC=2)=[CH:7][CH:6]=1)([OH:4])=[O:3].C[Si]([N-][Si](C)(C)C)(C)C.[Li+].[CH2:42]([O:49][C:50]1[C:51]([CH:56]=O)=[N:52][CH:53]=[CH:54][CH:55]=1)[C:43]1[CH:48]=[CH:47][CH:46]=[CH:45][CH:44]=1>C1COCC1>[CH2:42]([O:49][C:50]1[C:51]([CH:56]=[CH:12][CH2:11][C:8]2[CH:7]=[CH:6][C:5]([C:2]([OH:4])=[O:3])=[CH:10][CH:9]=2)=[N:52][CH:53]=[CH:54][CH:55]=1)[C:43]1[CH:44]=[CH:45][CH:46]=[CH:47][CH:48]=1 |f:0.1,2.3|. Procedure: (2-(4-Carboxyphenyl)ethyl)triphenylphosphonium bromide (0.58 g, 1.17 mmol) was suspended in THF (7 ml) and lithium bis(trimethylsilyl)amide was added (1M in THF, 2.46 ml). The reaction mixture turned orange and was allowed to stir for 1 hour at ambient temperature. A solution of 3-benzyloxy-2-pyridinecarbaldehyde (0.25 g, 1.17 mmol) in THF (3.5 ml) was added slowly. The reaction was stirred at ambient temperature for 1 hour. The reaction was quenched by the addition of water (8 ml) and ether (8 ... Starting materials: O=C(CBr)OCc1ccccc1, O=C([O-])[O-], Cl, [Cs+], [Cs+], CN(C)C=O, O=C(c1ccccc1)c1cc(I)c(O)c(I)c1. Yields the product O=C(COc1c(I)cc(C(=O)c2ccccc2)cc1I)OCc1ccccc1. RXN SMILES: [Br:18][CH2:19][C:20](=[O:21])[O:22][CH2:23][c:24]1[cH:25][cH:26][cH:27][cH:28][cH:29]1.[C:30](=[O:31])([O-:32])[O-:33].[ClH:36].[Cs+:34].[Cs+:35].[O:37]=[CH:38][N:39]([CH3:40])[CH3:41].[OH:1][c:2]1[c:3]([I:17])[cH:4][c:5]([C:9](=[O:10])[c:11]2[cH:12][cH:13][cH:14][cH:15][cH:16]2)[cH:6][c:7]1[I:8]>>[O:1]([c:2]1[c:3]([I:17])[cH:4][c:5]([C:9](=[O:10])[c:11]2[cH:12][cH:13][cH:14][cH:15][cH:16]2)[cH:6][c:7]1[I:8])[CH2:19][C:20](=[O:21])[O:22][CH2:23][c:24]1[cH:25][cH:26][cH:27][cH:28][cH:29]1. Reactants: [BH4-], C1CCOC1, CC(C)(C)S(N)=O, CO, CC[O-], CC[O-], CC[O-], CC[O-], CC(=O)c1ccc(-c2nc3ccc(C4(c5ccccc5)CC4)nc3s2)c(F)c1, [Na+], [Ti+4]. Product: CC(NS(=O)C(C)(C)C)c1ccc(-c2nc3ccc(C4(c5ccccc5)CC4)nc3s2)c(F)c1. As a reaction SMILES: [BH4-:36].[CH2:40]1[O:41][CH2:42][CH2:43][CH2:44]1.[CH3:29][C:30]([CH3:31])([CH3:32])[S:33](=[O:34])[NH2:35].[CH3:38][OH:39].[CH3:45][CH2:46][O-:47].[CH3:49][CH2:50][O-:51].[CH3:52][CH2:53][O-:54].[CH3:55][CH2:56][O-:57].[F:1][c:2]1[cH:3][c:4]([C:26]([CH3:27])=[O:28])[cH:5][cH:6][c:7]1-[c:8]1[s:9][c:10]2[n:11][c:12]([C:17]3([c:20]4[cH:21][cH:22][cH:23][cH:24][cH:25]4)[CH2:18][CH2:19]3)[cH:13][cH:14][c:15]2[n:16]1.[Na+:37].[Ti+4:48]>>[F:1][c:2]1[cH:3][c:4]([CH:26]([CH3:27])[NH:35][S:33]([C:30]([CH3:29])([CH3:31])[CH3:32])=[O:34])[cH:5][cH:6][c:7]1-[c:8]1[s:9][c:10]2[n:11][c:12]([C:17]3([c:20]4[cH:21][cH:22][cH:23][cH:24][cH:25]4)[CH2:18][CH2:19]3)[cH:13][cH:14][c:15]2[n:16]1.